From a dataset of the Open Reaction Database (ORD), a public repository of structured organic reaction records. describe an organic reaction: reactants, conditions, products, and yield Reaction conditions: temperature 30 celsius, time 3 hour. RXN SMILES: FC(F)(F)C(O)=O.[CH2:8]([O:12][C:13]1[N:21]=[C:20]2[C:16]([N:17]=[C:18]([O:22][CH3:23])[NH:19]2)=[C:15]([NH2:24])[N:14]=1)[CH2:9][CH2:10][CH3:11].C([O-])([O-])=O.[K+].[K+].C([O:34][CH2:35][CH2:36][CH2:37]Br)(=O)C.[OH-].[Na+]>CN1C(=O)CCC1.O.CO>[NH2:24][C:15]1[N:14]=[C:13]([O:12][CH2:8][CH2:9][CH2:10][CH3:11])[N:21]=[C:20]2[C:16]=1[N:17]=[C:18]([O:22][CH3:23])[N:19]2[CH2:37][CH2:36][CH2:35][OH:34] |f:0.1,2.3.4,6.7|. The solvent is CO (MeOH), O (water), CN1CCCC1=O (NMP), O (water). Product: NC1=C2N=C(N(C2=NC(=N1)OCCCC)CCCO)OC (3-(6-Amino-2-butoxy-8-methoxy-9H-purin-9-yl)propan-1-ol). Procedure: To a suspension of 2-butoxy-8-methoxy-9H-purin-6-amine trifluoroacetate (described in EP 1 728 793, Example 2-1, step (vi)) (20.0 g, 56.9 mmol) in NMP (111 g) was added water (1.7 g) and K2CO3 (23.61 g, 170.8 mmol). To the mixture 1-acetoxy-3-bromopropane (12.4 g, 68.3 mmol) was added and the mixture stirred at 30° C. for 3 hr. To the solution was added MeOH (79 g) and 2% aqueous NaOH (100 g) and stirred at 70° C. for 3 hr. After adding water (200 g) and cooling to 7° C., the suspension was filt... Starting materials: [OH-].[Na+] (NaOH), C(=O)([O-])[O-].[K+].[K+] (K2CO3), FC(C(=O)O)(F)F.C(CCC)OC1=NC(=C2N=C(NC2=N1)OC)N (2-butoxy-8-methoxy-9H-purin-6-amine trifluoroacetate), C(C)(=O)OCCCBr (1-acetoxy-3-bromopropane).